This data is from the Open Reaction Database (ORD), a public repository of structured organic reaction records. The task is: describe an organic reaction: reactants, conditions, products, and yield The reactants are N1=CC=CC=2CCCCC12 (5,6,7,8-tetrahydroquinoline), C(CCC)[Li] (butyl-lithium), CCCCCC (hexane), 5,6,7,8-tetrahydroquinoline 8-(N-lithio-N-trimethylsilyl) thiocarboxamide, 5,6,7,8-tetrahydroquinoline 8-(N-trimethylsilyl)thiocarboxamide, C[Si](C)(C)N=C=S (trimethylsilyl-isothiocyanate), C(C)(C)NC(C)C (di-isopropylamine). The solvent is O (Water), C1=CC=CC=C1 (benzene). Reaction conditions: time 1 hour. The product is N1=CC=CC=2CCCC(C12)C(N)=S (5,6,7,8-Tetrahydroquinoline-8-thiocarboxamide). Reaction SMILES: C(NC(C)C)(C)C.C([Li])CCC.CCCCCC.[N:19]1[C:28]2[CH2:27][CH2:26][CH2:25][CH2:24][C:23]=2[CH:22]=[CH:21][CH:20]=1.C[Si]([N:33]=[C:34]=[S:35])(C)C>C1C=CC=CC=1.O>[N:19]1[C:28]2[CH:27]([C:34](=[S:35])[NH2:33])[CH2:26][CH2:25][CH2:24][C:23]=2[CH:22]=[CH:21][CH:20]=1. Reported procedure: A solution of di-isopropylamine (33.3g, 0.33 mol) in benzene (150 ml) was cooled in ice and treated with 9% w/v butyl-lithium in hexane (237 ml, 0.33 mol). After 45 minutes the solution was treated with 5,6,7,8-tetrahydroquinoline (39.9 g, 0.3 mol) dropwise with stirring. After 1.5 hours trimethylsilyl-isothiocyanate (43.2 ml. 0.3 mol) was added and the resulting solution was allowed to stand at 0° C for 0.5 hours and at room temperature for 1 hour. Water (50 ml.) was added to the solution of 5,... The reactants are CSCC(C)C(=O)Cl, CN(C)c1ccncc1, [Cl-], CCNc1sc(-c2cccnc2)nc1Cl, ClCCl, Cl, c1ccncc1. Product: CCN(C(=O)C(C)CSC)c1sc(-c2cccnc2)nc1Cl. As a reaction SMILES: [CH3:23][CH:24]([C:25](=[O:26])[Cl:27])[CH2:28][S:29][CH3:30].[CH3:32][N:33]([c:34]1[cH:35][cH:36][n:37][cH:38][cH:39]1)[CH3:40].[Cl-:31].[Cl:2][c:3]1[n:4][c:5](-[c:11]2[cH:12][n:13][cH:14][cH:15][cH:16]2)[s:6][c:7]1[NH:8][CH2:9][CH3:10].[Cl:41][CH2:42][Cl:43].[ClH:1].[cH:17]1[cH:18][cH:19][n:20][cH:21][cH:22]1>>[Cl:2][c:3]1[n:4][c:5](-[c:11]2[cH:12][n:13][cH:14][cH:15][cH:16]2)[s:6][c:7]1[N:8]([CH2:9][CH3:10])[C:25]([CH:24]([CH3:23])[CH2:28][S:29][CH3:30])=[O:26].